Dataset: the Open Reaction Database (ORD), a public repository of structured organic reaction records. Task: describe an organic reaction: reactants, conditions, products, and yield Starting materials: C1(=CC=CC=C1)OC(NC=1C(=NC(=C(C1)CC)C)OC)=O (Phenyl-N-(5-ethyl-2-methoxy-6-methylpyridin-3-yl)carbamate), BrC=1C=C(C=CC1)N1CCNCC1 (1-(3-bromophenyl)piperazine). Product: C(C)C=1C=C(C(=NC1C)OC)NC(=O)N1CCN(CC1)C1=CC(=CC=C1)Br (1-[(5-ethyl-2-methoxy-6-methylpyridin-3-yl)aminocarbonyl]-4-(3-bromophenyl)piperazine). Yield: 65.0%. RXN SMILES: C1(O[C:8](=[O:21])[NH:9][C:10]2[C:11]([O:19][CH3:20])=[N:12][C:13]([CH3:18])=[C:14]([CH2:16][CH3:17])[CH:15]=2)C=CC=CC=1.[Br:22][C:23]1[CH:24]=[C:25]([N:29]2[CH2:34][CH2:33][NH:32][CH2:31][CH2:30]2)[CH:26]=[CH:27][CH:28]=1>>[CH2:16]([C:14]1[CH:15]=[C:10]([NH:9][C:8]([N:32]2[CH2:31][CH2:30][N:29]([C:25]3[CH:26]=[CH:27][CH:28]=[C:23]([Br:22])[CH:24]=3)[CH2:34][CH2:33]2)=[O:21])[C:11]([O:19][CH3:20])=[N:12][C:13]=1[CH3:18])[CH3:17]. Procedure: Phenyl-N-(5-ethyl-2-methoxy-6-methylpyridin-3-yl)carbamate and 1-(3-bromophenyl)piperazine were reacted by the same way with the example 1 to obtain the titled compound.